Dataset: the Open Reaction Database (ORD), a public repository of structured organic reaction records. Task: describe an organic reaction: reactants, conditions, products, and yield Reactants: CC(=O)OC(C)=O, CC(=O)O, Nc1cc(O)ccc1Oc1ccccc1. Product: CC(=O)Nc1cc(O)ccc1Oc1ccccc1. RXN SMILES: [CH3:16][C:17](=[O:18])[O:19][C:20](=[O:21])[CH3:22].[CH3:23][C:24](=[O:25])[OH:26].[NH2:1][c:2]1[cH:3][c:4]([OH:15])[cH:5][cH:6][c:7]1[O:8][c:9]1[cH:10][cH:11][cH:12][cH:13][cH:14]1>>[NH:1]([c:2]1[cH:3][c:4]([OH:15])[cH:5][cH:6][c:7]1[O:8][c:9]1[cH:10][cH:11][cH:12][cH:13][cH:14]1)[C:17]([CH3:16])=[O:18]. Starting materials: [BH3-]C#N, COC(=O)c1cncc(Oc2ccc(C(C)=O)cc2Br)c1, CO, [Na+]. Product: COC(=O)c1cncc(Oc2ccc(C(C)N)cc2Br)c1. RXN SMILES: [C:24](#[N:25])[BH3-:26].[CH3:1][O:2][C:3]([c:4]1[cH:5][n:6][cH:7][c:8]([O:10][c:11]2[c:12]([Br:20])[cH:13][c:14]([C:17]([CH3:18])=[O:19])[cH:15][cH:16]2)[cH:9]1)=[O:21].[CH3:22][OH:23].[Na+:27]>>[CH3:1][O:2][C:3]([c:4]1[cH:5][n:6][cH:7][c:8]([O:10][c:11]2[c:12]([Br:20])[cH:13][c:14]([CH:17]([CH3:18])[NH2:25])[cH:15][cH:16]2)[cH:9]1)=[O:21]. Reported procedure: Dissolve 373 mg (0.72 mmol) (6R)-6-{[6-(2-fluorophenyl)-5-(4-methoxyphenyl)furo[2,3-d]pyrimidin-4-yl]oxy}heptanoic acid tert.-butyl ester in 4 ml 4 N hydrogen chloride in dioxan and stir for 16 h at RT. After concentrating the reaction solution by evaporation under vacuum, purify the residue by preparative RP-HPLC (gradient: water/acetonitrile). 171 mg (51% of theor.) of the desired product is obtained. Starting materials: C(C)(C)(C)OC(CCCC[C@@H](C)OC=1C2=C(N=CN1)OC(=C2C2=CC=C(C=C2)OC)C2=C(C=CC=C2)F)=O ((6R)-6-{[6-(2-fluorophenyl)-5-(4-methoxyphenyl)furo[2,3-d]pyrimidin-4-yl]oxy}heptanoic acid tert.-butyl ester). As a reaction SMILES: C([O:5][C:6](=[O:38])[CH2:7][CH2:8][CH2:9][CH2:10][C@H:11]([O:13][C:14]1[C:15]2[C:22]([C:23]3[CH:28]=[CH:27][C:26]([O:29][CH3:30])=[CH:25][CH:24]=3)=[C:21]([C:31]3[CH:36]=[CH:35][CH:34]=[CH:33][C:32]=3[F:37])[O:20][C:16]=2[N:17]=[CH:18][N:19]=1)[CH3:12])(C)(C)C>Cl.O1CCOCC1>[F:37][C:32]1[CH:33]=[CH:34][CH:35]=[CH:36][C:31]=1[C:21]1[O:20][C:16]2[N:17]=[CH:18][N:19]=[C:14]([O:13][C@H:11]([CH3:12])[CH2:10][CH2:9][CH2:8][CH2:7][C:6]([OH:38])=[O:5])[C:15]=2[C:22]=1[C:23]1[CH:28]=[CH:27][C:26]([O:29][CH3:30])=[CH:25][CH:24]=1. Solvent: Cl (hydrogen chloride), O1CCOCC1 (dioxan). The product is FC1=C(C=CC=C1)C1=C(C2=C(N=CN=C2O[C@@H](CCCCC(=O)O)C)O1)C1=CC=C(C=C1)OC ((6R)-6-{[6-(2-Fluorophenyl)-5-(4-methoxyphenyl)furo[2,3-d]pyrimidin-4-yl]oxy}heptanoic acid). Reaction conditions: time 16 hour. Starting materials: FC1=C(C=C(COCCCC[C@H](C(=O)OC)N=[N+]=[N-])C=C1)C ((R)-methyl 6-(4-fluoro-3-methylbenzyloxy)-2-azidohexanoate). The solvent is C(C)(=O)OCC (ethyl acetate), [Pd] (Pd). Conditions: time 1 hour. Product: FC1=C(C=C(COCCCC[C@H](C(=O)OC)N)C=C1)C ((R)-methyl 6-(4-fluoro-3-methylbenzyloxy)-2-aminohexanoate). Isolated yield 99.0%. Reaction SMILES: [F:1][C:2]1[CH:21]=[CH:20][C:5]([CH2:6][O:7][CH2:8][CH2:9][CH2:10][CH2:11][C@@H:12]([N:17]=[N+]=[N-])[C:13]([O:15][CH3:16])=[O:14])=[CH:4][C:3]=1[CH3:22]>C(OCC)(=O)C.[Pd]>[F:1][C:2]1[CH:21]=[CH:20][C:5]([CH2:6][O:7][CH2:8][CH2:9][CH2:10][CH2:11][C@@H:12]([NH2:17])[C:13]([O:15][CH3:16])=[O:14])=[CH:4][C:3]=1[CH3:22]. Procedure details: To a solution of (R)-methyl 6-(4-fluoro-3-methylbenzyloxy)-2-azidohexanoate (0.141 g, 0.453 mmol) in 10 mL of ethyl acetate, Pd on BaSO4 (0.070 g) was added. The mixture was flushed with H2 for 15 min and stirred at room temperature under H2 for 1 h. The reaction mixture was then filtered through a pad of Celite and washed with ethyl acetate. The filtrate was concentrated under reduced pressure. The residue was used in the next step without further purification (0.128 g, >99% yield). GC-MS: tR=4...